This data is from the Open Reaction Database (ORD), a public repository of structured organic reaction records. The task is: describe an organic reaction: reactants, conditions, products, and yield Reactants: COC1=CC=C(C(=O)NC=2C(=CC=CC2)N)C=C1 (N1-(4-methoxybenzoyl)-1,2-benzenediamine), CS(=O)(=O)C1=CC=C(C(=O)O)C=C1 (4-methylsulfonylbenzoic acid). Yields the product COC1=CC=C(C(=O)NC=2C(=CC=CC2)NC(C2=CC=C(C=C2)S(=O)(=O)C)=O)C=C1 (N1-(4-Methoxybenzoyl)-N2-(4-methylsulfonylbenzoyl)-1,2-benzenediamine). Yield: 84.4%. Reaction SMILES: [CH3:1][O:2][C:3]1[CH:18]=[CH:17][C:6]([C:7]([NH:9][C:10]2[C:11]([NH2:16])=[CH:12][CH:13]=[CH:14][CH:15]=2)=[O:8])=[CH:5][CH:4]=1.[CH3:19][S:20]([C:23]1[CH:31]=[CH:30][C:26]([C:27](O)=[O:28])=[CH:25][CH:24]=1)(=[O:22])=[O:21]>>[CH3:1][O:2][C:3]1[CH:4]=[CH:5][C:6]([C:7]([NH:9][C:10]2[C:11]([NH:16][C:27](=[O:28])[C:26]3[CH:25]=[CH:24][C:23]([S:20]([CH3:19])(=[O:22])=[O:21])=[CH:31][CH:30]=3)=[CH:12][CH:13]=[CH:14][CH:15]=2)=[O:8])=[CH:17][CH:18]=1. Reported procedure: Using the procedure described in Example 55, Part B, N1-(4-methoxybenzoyl)-1,2-benzenediamine (399 mg, 1.65 mmol) and 4-methylsulfonylbenzoic acid (463 mg, 2.31 mmol) yielded 591 mg (84%) of the title compound as a white solid. Reactants: C(=O)([O-])C(O)C(O)C(=O)[O-].[Na+].[K+] (potassium sodium tartrate), COC(CN1N=CC(=C1)C1=NC(=CC=C1)Br)=O (methyl[4-(6-bromopyridin-2-yl)-1H-pyrazol-1-yl]acetate), [H-].C(C(C)C)[Al+]CC(C)C (diisobutylaluminum hydride), [H-].C(C(C)C)[Al+]CC(C)C (diisobutylaluminum hydride), C(C)(=O)OCC (Ethyl acetate). The solvent is O1CCCC1 (tetrahydrofuran). Conditions: time 24 hour. The product is BrC1=CC=CC(=N1)C=1C=NN(C1)CCO (2-[4-(6-Bromopyridin-2-yl)-1H-pyrazol-1-yl]ethanol). As a reaction SMILES: C[O:2][C:3](=O)[CH2:4][N:5]1[CH:9]=[C:8]([C:10]2[CH:15]=[CH:14][CH:13]=[C:12]([Br:16])[N:11]=2)[CH:7]=[N:6]1.[H-].C([Al+]CC(C)C)C(C)C.C(C(C(C([O-])=O)O)O)([O-])=O.[Na+].[K+].C(OCC)(=O)C>O1CCCC1>[Br:16][C:12]1[N:11]=[C:10]([C:8]2[CH:7]=[N:6][N:5]([CH2:4][CH2:3][OH:2])[CH:9]=2)[CH:15]=[CH:14][CH:13]=1 |f:1.2,3.4.5|. Reported procedure: To a cooled (0° C.) solution of methyl[4-(6-bromopyridin-2-yl)-1H-pyrazol-1-yl]acetate (196 mg, 0.66 mmol) in tetrahydrofuran (3.4 mL) was added diisobutylaluminum hydride (1.0M in hexane, 1.99 mL, 1.99 mmol) dropwise. The solution was allowed to warm to room temperature and maintained at room temperature overnight. Additional diisobutylaluminum hydride (0.66 mL, 0.66 mmol) was then added and the reaction was stirred for another 24 hours. Saturated aqueous potassium sodium tartrate (20 mL) was t... The reactants are C1(CCCC1)CC(C(=O)O)C1=CC=CC=C1 (3-cyclopentyl-2-phenylpropionic acid), S(=O)(Cl)Cl (thionyl chloride). Reagents/catalysts: CN(C)C=O (DMF). Reaction conditions: time 2 hour. The product is C1(CCCC1)CC(C(=O)Cl)C1=CC=CC=C1 (3-cyclopentyl-2-phenylpropionyl chloride). RXN SMILES: [CH:1]1([CH2:6][CH:7]([C:11]2[CH:16]=[CH:15][CH:14]=[CH:13][CH:12]=2)[C:8](O)=[O:9])[CH2:5][CH2:4][CH2:3][CH2:2]1.S(Cl)([Cl:19])=O>CN(C=O)C>[CH:1]1([CH2:6][CH:7]([C:11]2[CH:16]=[CH:15][CH:14]=[CH:13][CH:12]=2)[C:8]([Cl:19])=[O:9])[CH2:5][CH2:4][CH2:3][CH2:2]1. Procedure: To the title B compound, 3-cyclopentyl-2-phenylpropionic acid (3.1 g, 14.2 mmol) is added 10 mL of thionyl chloride and one drop of DMF. The reaction mixture is stirred at ambient temperature for 2 h. The excess thionyl chloride is evaporated and the residue is twice treated with toluene and evaporated to yield 3-cyclopentyl-2-phenylpropionyl chloride as an orange-yellow oil which is selected as such without further purification. The reactants are O=C1N(C2CCC(O)CC2)CCC12CCCN(c1ncc(Br)cn1)C2, O=C([O-])[O-], C1COCCO1, CNC1CCCCC1NC, [Cu]I, [K+], [K+], c1cn[nH]c1. The product is O=C1N(C2CCC(O)CC2)CCC12CCCN(c1ncc(-n3cccn3)cn1)C2. As a reaction SMILES: [Br:1][c:2]1[cH:3][n:4][c:5]([N:8]2[CH2:9][C:10]3([CH2:11][CH2:12][N:13]([CH:16]4[CH2:17][CH2:18][CH:19]([OH:22])[CH2:20][CH2:21]4)[C:14]3=[O:15])[CH2:23][CH2:24][CH2:25]2)[n:6][cH:7]1.[C:47](=[O:48])([O-:49])[O-:50].[CH2:26]1[O:27][CH2:28][CH2:29][O:30][CH2:31]1.[CH3:37][NH:38][CH:39]1[CH2:40][CH2:41][CH2:42][CH2:43][CH:44]1[NH:45][CH3:46].[Cu:53][I:54].[K+:51].[K+:52].[nH:32]1[n:33][cH:34][cH:35][cH:36]1>>[c:2]1(-[n:32]2[n:33][cH:34][cH:35][cH:36]2)[cH:3][n:4][c:5]([N:8]2[CH2:9][C:10]3([CH2:11][CH2:12][N:13]([CH:16]4[CH2:17][CH2:18][CH:19]([OH:22])[CH2:20][CH2:21]4)[C:14]3=[O:15])[CH2:23][CH2:24][CH2:25]2)[n:6][cH:7]1.